The task is: describe an organic reaction: reactants, conditions, products, and yield. This data is from the Open Reaction Database (ORD), a public repository of structured organic reaction records. Reactants: N1C=CC2=CC(=CC=C12)C(=O)O (Indole-5-carboxylic acid), 1,1-carbonyldiimidazole, C(C1=CC=CC=C1)N (benzylamine), CDI. Solvent: O1CCCC1 (terahydrofuran), O (water), [Cl-].[Na+] (sodium chloride). Reaction conditions: time 1 hour. The product is C1(=CC=CC=C1)CNC(=O)C=1C=C2C=CNC2=CC1 (N-Phenylmethyl-1H-indole-5-carboxamide). Isolated yield 85.8%. RXN SMILES: [NH:1]1[C:9]2[C:4](=[CH:5][C:6]([C:10]([OH:12])=O)=[CH:7][CH:8]=2)[CH:3]=[CH:2]1.[CH2:13]([NH2:20])[C:14]1[CH:19]=[CH:18][CH:17]=[CH:16][CH:15]=1>O1CCCC1.O.[Cl-].[Na+]>[C:14]1([CH2:13][NH:20][C:10]([C:6]2[CH:5]=[C:4]3[C:9](=[CH:8][CH:7]=2)[NH:1][CH:2]=[CH:3]3)=[O:12])[CH:19]=[CH:18][CH:17]=[CH:16][CH:15]=1 |f:4.5|. Procedure: Indole-5-carboxylic acid (3.0 g) in anhydrous terahydrofuran (THF) (25 ml) was treated with 1,1-carbonyldiimidazole (CDI) (3.35 g) with stirring at room temperature for 1 h. A further amount (1.0 g) of CDI was added and, after stirring for a further 1H, benzylamine (4.0 g) was introduced. Stirring was continued for 24 h. The solution was diluted with water (50 ml), saturated with sodium chloride, and the THF layer separated off. The organic solution was washed with 1N hydrochloride acid (3×50 ml... Reactants: CO, ClCCl, Cl, C1COCCO1, COc1ccc(COc2cc(Cl)c(-c3cc4ccc(C(=O)Nc5ccc6ccccc6n5)cc4[nH]3)c(Cl)c2)cc1. The product is O=C(Nc1ccc2ccccc2n1)c1ccc2cc(-c3c(Cl)cc(O)cc3Cl)[nH]c2c1. As a reaction SMILES: [CH3:45][OH:46].[Cl:42][CH2:43][Cl:44].[ClH:41].[O:47]1[CH2:48][CH2:49][O:50][CH2:51][CH2:52]1.[n:1]1[c:2]([NH:11][C:12](=[O:13])[c:14]2[cH:15][cH:16][c:17]3[cH:18][c:19](-[c:23]4[c:24]([Cl:40])[cH:25][c:26]([O:30][CH2:31][c:32]5[cH:33][cH:34][c:35]([O:36][CH3:37])[cH:38][cH:39]5)[cH:27][c:28]4[Cl:29])[nH:20][c:21]3[cH:22]2)[cH:3][cH:4][c:5]2[cH:6][cH:7][cH:8][cH:9][c:10]12>>[n:1]1[c:2]([NH:11][C:12](=[O:13])[c:14]2[cH:15][cH:16][c:17]3[cH:18][c:19](-[c:23]4[c:24]([Cl:40])[cH:25][c:26]([OH:30])[cH:27][c:28]4[Cl:29])[nH:20][c:21]3[cH:22]2)[cH:3][cH:4][c:5]2[cH:6][cH:7][cH:8][cH:9][c:10]12. Reactants: FC=1N(C=C(N1)C(=O)O)C(C1=CC=CC=C1)(C1=CC=CC=C1)C1=CC=CC=C1 (2-Fluoro-1-triphenylmethylimidazole-4-carboxylic acid), anhydride, CN(CCCN)C (3-dimethylaminopropylamine). The solvent is C1CCOC1 (THF). Yields the product CN(CCCNC(=O)C=1N=C(N(C1)C(C1=CC=CC=C1)(C1=CC=CC=C1)C1=CC=CC=C1)F)C (4-(3-dimethylaminopropylcarbamoyl)-2-fluoro-1-triphenylmethylimidazole). Reaction SMILES: [F:1][C:2]1[N:3]([C:10]([C:23]2[CH:28]=[CH:27][CH:26]=[CH:25][CH:24]=2)([C:17]2[CH:22]=[CH:21][CH:20]=[CH:19][CH:18]=2)[C:11]2[CH:16]=[CH:15][CH:14]=[CH:13][CH:12]=2)[CH:4]=[C:5]([C:7](O)=[O:8])[N:6]=1.[CH3:29][N:30]([CH3:35])[CH2:31][CH2:32][CH2:33][NH2:34]>C1COCC1>[CH3:29][N:30]([CH3:35])[CH2:31][CH2:32][CH2:33][NH:34][C:7]([C:5]1[N:6]=[C:2]([F:1])[N:3]([C:10]([C:23]2[CH:28]=[CH:27][CH:26]=[CH:25][CH:24]=2)([C:17]2[CH:18]=[CH:19][CH:20]=[CH:21][CH:22]=2)[C:11]2[CH:12]=[CH:13][CH:14]=[CH:15][CH:16]=2)[CH:4]=1)=[O:8]. Procedure details: 2-Fluoro-1-triphenylmethylimidazole-4-carboxylic acid and 3-dimethylaminopropylamine were condensed in THF by the mixed anhydride procedure described for the preparation of starting material for Example 18, to give 4-(3-dimethylaminopropylcarbamoyl)-2-fluoro-1-triphenylmethylimidazole, having the following n.m.r. in CDCl3 : 1.8 (m, 2H); 2.3 (s, 6H); 2.4 (t, 2H); 3.5 (q, 2H); 7.0-7.6 (m, 16H). The reactants are ClC1=C(OC=2C=CC(=NC2)C(=O)N)C=CC(=C1)C=O (5-(2-chloro-4-formylphenoxy)pyridine-2-carboxamide), N1=CC(=CC=C1)CCN (2-(pyridin-3-yl)ethylamine). Yields the product ClC1=C(OC=2C=CC(=NC2)C(=O)N)C=CC(=C1)CNCCC=1C=NC=CC1 (5-{2-Chloro-4-[(2-pyridin-3-ylethylamino)methyl]phenoxy}pyridine-2-carboxamide). Yield: 91.4%. As a reaction SMILES: [Cl:1][C:2]1[CH:17]=[C:16]([CH:18]=O)[CH:15]=[CH:14][C:3]=1[O:4][C:5]1[CH:6]=[CH:7][C:8]([C:11]([NH2:13])=[O:12])=[N:9][CH:10]=1.[N:20]1[CH:25]=[CH:24][CH:23]=[C:22]([CH2:26][CH2:27][NH2:28])[CH:21]=1>>[Cl:1][C:2]1[CH:17]=[C:16]([CH2:18][NH:28][CH2:27][CH2:26][C:22]2[CH:21]=[N:20][CH:25]=[CH:24][CH:23]=2)[CH:15]=[CH:14][C:3]=1[O:4][C:5]1[CH:6]=[CH:7][C:8]([C:11]([NH2:13])=[O:12])=[N:9][CH:10]=1. Procedure details: Using a method similar to Example 405, using 5-(2-chloro-4-formylphenoxy)pyridine-2-carboxamide (0.0388 g, 0.140 mmol) and 2-(pyridin-3-yl)ethylamine (0.017 g, 0.140 mmol) gives the title compound (0.0490 g, 91.2%): TOF MS ES+ 383.1 (M+H)+, HRMS calcd for C20H20N4O2Cl 383.1275 (M+H)+, found 383.1248, time 0.39 min; Anal. Calcd for C20H19ClN4O2.0.1CH2Cl2: C, 61.90; H, 5.06; N, 14.38. Found: C. 61.90; H, 5.06; N, 14.38. Reactants: Cl, C1COCCO1, CC(C)(C)OC(=O)NCCNc1nc2ccccc2o1. Product: Cl, NCCNc1nc2ccccc2o1. As a reaction SMILES: [ClH:21].[O:22]1[CH2:23][CH2:24][O:25][CH2:26][CH2:27]1.[o:1]1[c:2]([NH:10][CH2:11][CH2:12][NH:13][C:14](=[O:15])[O:16][C:17]([CH3:18])([CH3:19])[CH3:20])[n:3][c:4]2[c:5]1[cH:6][cH:7][cH:8][cH:9]2>>[ClH:21].[o:1]1[c:2]([NH:10][CH2:11][CH2:12][NH2:13])[n:3][c:4]2[c:5]1[cH:6][cH:7][cH:8][cH:9]2. Starting materials: FC(C(=O)N1CCC2=C(CC1)C(=CC(=C2)S(=O)(=O)F)I)(F)F (3-trifluoroacetyl-9-iodo-1,2,4,5-tetrahydro-3-benzazepine-7-sulfonyl fluoride), FC1=CC=C(C=C1)[Mg]Cl (4-fluorophenylmagnesium chloride), C(=O)([O-])C(O)C(O)C(=O)[O-].[K+].[Na+] (sodium potassium tartrate). Solvent: O1CCCC1 (tetrahydrofuran). Run at time 18 hour. The product is FC1=CC=C(C=C1)S(=O)(=O)C1=CC2=C(CCNCC2)C(=C1)I (7-(4-Fluorophenylsulfonyl)-9-iodo-1,2,4,5-tetrahydro-3-benzazepine). Yield: 48.4%. As a reaction SMILES: FC(F)(F)C([N:5]1[CH2:11][CH2:10][C:9]2[C:12]([I:20])=[CH:13][C:14]([S:16](F)(=[O:18])=[O:17])=[CH:15][C:8]=2[CH2:7][CH2:6]1)=O.[F:23][C:24]1[CH:29]=[CH:28][C:27]([Mg]Cl)=[CH:26][CH:25]=1.C(C(C(C([O-])=O)O)O)([O-])=O.[K+].[Na+]>O1CCCC1>[F:23][C:24]1[CH:29]=[CH:28][C:27]([S:16]([C:14]2[CH:13]=[C:12]([I:20])[C:9]3[CH2:10][CH2:11][NH:5][CH2:6][CH2:7][C:8]=3[CH:15]=2)(=[O:17])=[O:18])=[CH:26][CH:25]=1 |f:2.3.4|. Procedure details: To a solution of 3-trifluoroacetyl-9-iodo-1,2,4,5-tetrahydro-3-benzazepine-7-sulfonyl fluoride (5.29, 11.5 mmol) in tetrahydrofuran (50 ml) was added 4-fluorophenylmagnesium chloride (50 ml, 1M in tetrahydrofuran, 50 mmol). The resulting solution was stirred for 18 h without cooling then poured into saturated aqueous sodium potassium tartrate (150 ml), and extracted with diethyl ether (100 ml), The resulting organic layer washed with brine (100 ml), dried (MgSO4), and evaporated. Isolation using... Starting materials: NC1=C(C(=NN1C(CCCC1=CC=CC=C1)C(C)O)C)C(=O)N (5-amino-1-[1-(1-hydroxy-ethyl)-4-phenyl-butyl]-3-methyl-1H-pyrazole-4-carboxamide), ClC=1C=C(C=CC1Cl)CC(=O)Cl (3,4-dichlorophenylacetyl chloride), C1CCCCC1.C(C)(=O)OCC (cyclohexane ethyl acetate). Product: ClC=1C=C(CN2C=NC3=C(C2=O)C(=NN3C(CCCC3=CC=CC=C3)C(C)O)C)C=CC1Cl (3,4-Dichloro-benzyl-1-[1-(1-hydroxy-ethyl)-4-phenyl-butyl]-3-methyl-1,5-dihydro-pyrazolo[3,4-d]pyrimidin-4-one). As a reaction SMILES: [NH2:1][C:2]1[N:6]([CH:7]([CH:17]([OH:19])[CH3:18])[CH2:8][CH2:9][CH2:10][C:11]2[CH:16]=[CH:15][CH:14]=[CH:13][CH:12]=2)[N:5]=[C:4]([CH3:20])[C:3]=1[C:21]([NH2:23])=[O:22].[Cl:24][C:25]1[CH:26]=[C:27]([CH2:32]C(Cl)=O)[CH:28]=[CH:29][C:30]=1[Cl:31].[CH2:36]1CCCCC1.C(OCC)(=O)C>>[Cl:24][C:25]1[CH:26]=[C:27]([CH:28]=[CH:29][C:30]=1[Cl:31])[CH2:32][N:23]1[C:21](=[O:22])[C:3]2[C:4]([CH3:20])=[N:5][N:6]([CH:7]([CH:17]([OH:19])[CH3:18])[CH2:8][CH2:9][CH2:10][C:11]3[CH:12]=[CH:13][CH:14]=[CH:15][CH:16]=3)[C:2]=2[N:1]=[CH:36]1 |f:2.3|. Procedure: Starting from 805 mg (2.55 mmol) of 5-amino-1-[1-(1-hydroxy-ethyl)-4-phenyl-butyl]-3-methyl-1H-pyrazole-4-carboxamide and 1.41 g (6.59 mmol) of 3,4-dichlorophenylacetyl chloride, are employed analogously to the protocol of Example 32 and 33. This gives 217 mg (18%) of the diastereomer which elutes more rapidly, Rf=0.2 (cyclohexane/ethyl acetate=2:1) and 186 mg (15%) of the diastereomer which elutes more slowly, M.p.: 160° C. The reactants are ClN1C(CCC1=O)=O (N-chlorosuccinimide), [Li]CCCC (n-BuLi), C(CC)[C@@H]1CC[C@H](CC1)[C@@H]1CC[C@H](CC1)CCC1=CC(=CC(=C1)F)F (1-[trans-4-(trans-4-n-propylcyclohexyl)cyclohexyl]-2-(3,5-difluorophenyl)ethane), CN(C)CCN(C)C (TMEDA). The solvent is C(C)OCC (Diethyl ether), O (H2O), C1CCOC1 (THF), C1CCOC1 (THF). Conditions: time 30 minute. The product is C(CC)[C@@H]1CC[C@H](CC1)[C@@H]1CC[C@H](CC1)CCC1=CC(=C(C(=C1)F)Cl)F (1-[trans-4-(trans-4-n-propylcyclohexyl)cyclohexyl]-2-(4-chloro-3,5-difluorophenyl)ethane), 129. As a reaction SMILES: [Li]CCCC.[CH2:6]([C@H:9]1[CH2:14][CH2:13][C@H:12]([C@H:15]2[CH2:20][CH2:19][C@H:18]([CH2:21][CH2:22][C:23]3[CH:28]=[C:27]([F:29])[CH:26]=[C:25]([F:30])[CH:24]=3)[CH2:17][CH2:16]2)[CH2:11][CH2:10]1)[CH2:7][CH3:8].CN(CCN(C)C)C.[Cl:39]N1C(=O)CCC1=O>C1COCC1.C(OCC)C.O>[CH2:6]([C@H:9]1[CH2:14][CH2:13][C@H:12]([C@H:15]2[CH2:20][CH2:19][C@H:18]([CH2:21][CH2:22][C:23]3[CH:24]=[C:25]([F:30])[C:26]([Cl:39])=[C:27]([F:29])[CH:28]=3)[CH2:17][CH2:16]2)[CH2:11][CH2:10]1)[CH2:7][CH3:8]. Procedure: 0.1 mol of n-BuLi (1.5M in hexane) is added dropwise at about -65° to a solution of 0.1 mol of 1-[trans-4-(trans-4-n-propylcyclohexyl)cyclohexyl]-2-(3,5-difluorophenyl)ethane (prepared according to scheme 3) and 0.1 mol of TMEDA in 300 ml of THF. Stirring at this temperature is continued for another 30 minutes, and 0.2 mol of N-chlorosuccinimide in 70 ml of THF are then slowly added. After the addition is completed, the mixture is allowed to warm to -20° and hydrolyzed with H2O. Diethyl ether is... Starting materials: C(C)OC(CC(=O)[C@@H]1C[C@@H](N(CC1)C(=O)OC)CC1=CC(=CC=C1)C(F)(F)F)=O (Cis-methyl 4-(3-ethoxy-3-oxopropanoyl)-2-(3-(trifluoromethyl)benzyl)-piperidine-1-carboxylate), [OH-].[Na+] (NaOH), Cl (HCl), Cl.NO (hydroxylamine hydrochloride), [OH-].[Na+] (NaOH). Run in O (water), C(C)(=O)OCC (ethyl acetate), CO (MeOH), CO.O (MeOH H2O), CO (MeOH), O (H2O). Run at time 30 minute. Product: O=C1NOC(=C1)[C@@H]1C[C@@H](N(CC1)C(=O)OC)CC1=CC(=CC=C1)C(F)(F)F (Cis-methyl 4-(3-oxo-2,3-dihydroisoxazol-5-yl)-2-(3-(trifluoromethyl)benzyl)-piperidine-1-carboxylate). Reaction SMILES: C([O:3][C:4](=O)[CH2:5][C:6]([C@H:8]1[CH2:13][CH2:12][N:11]([C:14]([O:16][CH3:17])=[O:15])[C@@H:10]([CH2:18][C:19]2[CH:24]=[CH:23][CH:22]=[C:21]([C:25]([F:28])([F:27])[F:26])[CH:20]=2)[CH2:9]1)=[O:7])C.[OH-].[Na+].Cl.[NH2:33]O.Cl>CO.CO.O.O.C(OCC)(=O)C>[O:3]=[C:4]1[CH:5]=[C:6]([C@H:8]2[CH2:13][CH2:12][N:11]([C:14]([O:16][CH3:17])=[O:15])[C@@H:10]([CH2:18][C:19]3[CH:24]=[CH:23][CH:22]=[C:21]([C:25]([F:28])([F:27])[F:26])[CH:20]=3)[CH2:9]2)[O:7][NH:33]1 |f:1.2,3.4,7.8|. Procedure details: A solution of Cis-methyl 4-(3-ethoxy-3-oxopropanoyl)-2-(3-(trifluoromethyl)benzyl)-piperidine-1-carboxylate (2.45 g, 5.90 mmol) in MeOH (7 mL) was added to a solution of NaOH (307 mg, 7.67 mmol) in MeOH/H2O (8 ml/0.5 mL) at −30° C. After 10 min hydroxylamine hydrochloride (0.82 g, 11.80 mmol) and NaOH (472 mg, 11.80 mmol) were added in MeOH (8 mL) and H2O (8 mL). Stirring was continued at −30° C. for 30 min. The reaction solution was poured into 6 M HCl 60 mL) at 80° C. and heated for 30 min. Th...